Dataset: the Open Reaction Database (ORD), a public repository of structured organic reaction records. Task: describe an organic reaction: reactants, conditions, products, and yield Starting materials: [NH4+].[Cl-] (NH4Cl), C(C)(=O)OCC (Ethyl acetate), [Li+].C[Si](C)(C)[N-][Si](C)(C)C (LiHMDS), ClC1=CC=C(C=C1)CN1C(=NC2=C1C(CCCC2)=O)C(C)C (3-[(4-chlorophenyl)methyl]-2-(1-methylethyl)-5,6,7,8-tetrahydrocyclohepta[d]imidazol-4(3H)-one). Run in C1CCOC1 (THF). Conditions: temperature -78 celsius, time 30 minute. Product: ClC1=CC=C(C=C1)CN1C(=NC2=C1C(CCCC2)(O)CC(=O)OCC)C(C)C (Ethyl [3-[(4-chlorophenyl)methyl]-4-hydroxy-2-(1-methylethyl)-3,4,5,6,7,8-hexahydrocyclohepta[d]imidazol-4-yl]acetate). Reaction SMILES: [C:1]([O:4][CH2:5][CH3:6])(=[O:3])[CH3:2].[Li+].C[Si]([N-][Si](C)(C)C)(C)C.[Cl:17][C:18]1[CH:23]=[CH:22][C:21]([CH2:24][N:25]2[C:29]3[C:30](=[O:35])[CH2:31][CH2:32][CH2:33][CH2:34][C:28]=3[N:27]=[C:26]2[CH:36]([CH3:38])[CH3:37])=[CH:20][CH:19]=1.[NH4+].[Cl-]>C1COCC1>[Cl:17][C:18]1[CH:19]=[CH:20][C:21]([CH2:24][N:25]2[C:29]3[C:30]([CH2:2][C:1]([O:4][CH2:5][CH3:6])=[O:3])([OH:35])[CH2:31][CH2:32][CH2:33][CH2:34][C:28]=3[N:27]=[C:26]2[CH:36]([CH3:38])[CH3:37])=[CH:22][CH:23]=1 |f:1.2,4.5|. Procedure: Ethyl acetate (1.08 mL) in 2-methylTHF (1 ml) was added dropwise to a stirred solution of LiHMDS, 1M in THF (11.1 mL) cooled to −78° C. under nitrogen atm. The mixture was stirred at −78° C. under nitrogen for 30 mins. Then Intermediate 3 (700 mg) in 2-methylTHF (5 ml) was added dropwise. The RM was stirred at −78° C. under nitrogen for 4 hours. An excess of sat NH4Cl aq. sol. was added and the resulting suspension was warmed up to room temp and extracted with EtOAc (100 ml). The phases were sep...